From a dataset of the Open Reaction Database (ORD), a public repository of structured organic reaction records. describe an organic reaction: reactants, conditions, products, and yield The reactants are teflon, C1(=CC=CC=C1)C(O)([C@H]1NCCC1)C1=CC=CC=C1 ((S)-α,α-Diphenyl-2-pyrrolidinemethanol), B (borane), CSC.B (borane-dimethyl sulfide). The solvent is C1(=CC=CC=C1)C (toluene). Conditions: temperature 20 celsius. Yields the product C1(=CC=CC=C1)C(O)([C@H]1NCCC1)C1=CC=CC=C1.B ((S)-α,α-Diphenyl-2-pyrrolidinemethanol borane). Reaction SMILES: [C:1]1([C:7]([C:14]2[CH:19]=[CH:18][CH:17]=[CH:16][CH:15]=2)([C@@H:9]2[CH2:13][CH2:12][CH2:11][NH:10]2)[OH:8])[CH:6]=[CH:5][CH:4]=[CH:3][CH:2]=1.CSC.[BH3:23].B>C1(C)C=CC=CC=1>[C:1]1([C:7]([C:14]2[CH:19]=[CH:18][CH:17]=[CH:16][CH:15]=2)([C@@H:9]2[CH2:13][CH2:12][CH2:11][NH:10]2)[OH:8])[CH:2]=[CH:3][CH:4]=[CH:5][CH:6]=1.[BH3:23] |f:1.2,5.6|. Procedure details: A 250-mL three-necked flask fitted with a mechanical stirrer, nitrogen inlet tube, and teflon coated thermocouple probe, was charged with a solution of the free base product of Example 1 Step B (20.7 g, 81.7 mmol) in dry toluene (100 mL). To the stirred solution at 20° C. was added borane-dimethyl sulfide (10M, 10.0 mL, 100 mmol) over 5 minutes via syringe. The borane reacted immediately in an exothermic reaction (raising the internal temperature from 20° C. to 32° C.) forming a thick white prec... Reactants: 2-Substituted Oxazoles, ice water, C(C)(=O)OC1=CC=C(C=C1)C(NCC(OC)OC)=O (4-(2,2-dimethoxyethylcarbamoyl)phenyl acetate), CS(=O)(=O)O.O=P12OP3(=O)OP(=O)(O1)OP(=O)(O2)O3 (Eaton's reagent). The solvent is CCOC(=O)C (EtOAc). Reaction conditions: temperature 130 celsius, time 15 minute. Product: CS(=O)(=O)OC1=CC=C(C=C1)C=1OC=CN1 (4-(oxazol-2-yl)phenyl methanesulfonate). As a reaction SMILES: C([O:4][C:5]1[CH:10]=[CH:9][C:8]([C:11](=[O:19])[NH:12][CH2:13][CH:14](OC)OC)=[CH:7][CH:6]=1)(=O)C.[CH3:20][S:21](O)(=[O:23])=[O:22].O=P12OP3(OP(OP(O3)(O1)=O)(=O)O2)=O>CCOC(C)=O>[CH3:20][S:21]([O:4][C:5]1[CH:6]=[CH:7][C:8]([C:11]2[O:19][CH:14]=[CH:13][N:12]=2)=[CH:9][CH:10]=1)(=[O:23])=[O:22] |f:1.2|. Procedure: In a similar manner as described in Pandit, C. R. et al., “Preparation of 2-Substituted Oxazoles”, Synth. Commun. 32, 2427-2432 (2002), 4-(2,2-dimethoxyethylcarbamoyl)phenyl acetate (43 g, 160.88 mmol) was stirred and treated with Eaton's reagent (380 ml; 7.7 wt. % phosphorus pentoxide in methanesulfonic acid, Aldrich # 38,081-4). After 15 minutes, the internal temperature of the reaction was raised to about 130° C. and held for about 3 hours. The reaction was followed by TLC analysis (2:1 EtOAc... The reactants are O=C([O-])[O-], CN(C)C=O, O=[N+]([O-])c1cc(O)c(Cl)cc1F, FC1(F)CC1CBr, [K+], [K+], O. The product is O=[N+]([O-])c1cc(OCC2CC2(F)F)c(Cl)cc1F. Reaction SMILES: [C:13](=[O:14])([O-:15])[O-:16].[CH3:27][N:28]([CH3:29])[CH:30]=[O:31].[Cl:1][c:2]1[c:3]([OH:12])[cH:4][c:5]([N+:9](=[O:10])[O-:11])[c:6]([F:8])[cH:7]1.[F:19][C:20]1([F:25])[CH:21]([CH2:23][Br:24])[CH2:22]1.[K+:17].[K+:18].[OH2:26]>>[Cl:1][c:2]1[c:3]([O:12][CH2:23][CH:21]2[C:20]([F:19])([F:25])[CH2:22]2)[cH:4][c:5]([N+:9](=[O:10])[O-:11])[c:6]([F:8])[cH:7]1. Reactants: OOS(=O)[O-].[K+] (Oxone), C1(=CC=CC=C1)SC1(CC1)OC1=C(C=C(C=C1)OC(F)(F)F)[C@@H]1C[C@@]2(OC1)[C@@]1(C[C@H]([C@H](CC2)N1)S(=O)(=O)C1=CC=CC=C1)C1=CC=CC=C1 ((1R*,2R*,4′S*,5S*,6R*)-2′,3′,4′,5′-tetrahydro-4′-[2-(1-phenylthiocyclopropyloxy)-5-trifluoromethoxyphenyl]-1-phenyl-6-phenylsulphonylspiro[8-azabicyclo[3.2.1]octane-2,2′-furan]), [O-2].[Al+3].[O-2].[O-2].[Al+3] (aluminium oxide), disulphone, P(=O)(O)([O-])[O-].[Na+].[Na+] (disodium hydrogen orthophosphate). The reagents and catalysts are [Na].[Hg] (Sodium amalgam). Solvent: C(Cl)(Cl)Cl (chloroform), CO (methanol). Run at time 5 hour. The product is C1(CC1)OC1=C(C=C(C=C1)OC(F)(F)F)[C@@H]1C[C@@]2(OC1)[C@@]1(CC[C@@H](CC2)N1)C1=CC=CC=C1 ((1R*,2R*,4′S*,5S*)-4′-(2-Cyclopropyloxy-5-trifluoromethoxyphenyl)-2′,3′,4′,5′-tetrahydro-1-phenylspiro[8-azabicyclo[3.2.1]octane-2,2′-furan]). The yield is 61.7%. RXN SMILES: OOS([O-])=O.[K+].C1(S[C:14]2([O:17][C:18]3[CH:23]=[CH:22][C:21]([O:24][C:25]([F:28])([F:27])[F:26])=[CH:20][C:19]=3[C@H:29]3[CH2:33][O:32][C@:31]4([CH2:39][CH2:38][C@@H:37]5[NH:40][C@@:34]4([C:50]4[CH:55]=[CH:54][CH:53]=[CH:52][CH:51]=4)[CH2:35][C@H:36]5S(C4C=CC=CC=4)(=O)=O)[CH2:30]3)[CH2:16][CH2:15]2)C=CC=CC=1.[O-2].[Al+3].[O-2].[O-2].[Al+3].P([O-])([O-])(O)=O.[Na+].[Na+]>[Na].[Hg].CO.C(Cl)(Cl)Cl>[CH:14]1([O:17][C:18]2[CH:23]=[CH:22][C:21]([O:24][C:25]([F:26])([F:27])[F:28])=[CH:20][C:19]=2[C@H:29]2[CH2:33][O:32][C@:31]3([CH2:39][CH2:38][C@H:37]4[NH:40][C@@:34]3([C:50]3[CH:51]=[CH:52][CH:53]=[CH:54][CH:55]=3)[CH2:35][CH2:36]4)[CH2:30]2)[CH2:16][CH2:15]1 |f:0.1,3.4.5.6.7,8.9.10,11.12,^1:67|. Reported procedure: Oxone (400 mg, 0.65 mmol) was added to a stirred mixture of (1R*,2R*,4′S*,5S*,6R*)-2′,3′,4′,5′-tetrahydro-4′-[2-(1-phenylthiocyclopropyloxy)-5-trifluoromethoxyphenyl]-1-phenyl-6-phenylsulphonylspiro[8-azabicyclo[3.2.1]octane-2,2′-furan] (Description 17; 88 mg, 0.12 mmol), wet aluminium oxide (5 g of Al2O3 in 1 ml of water, 370 mg) and chloroform (5 ml) at room temperature. The reaction mixture was stirred for 5 hours then filtered and concentrated to give crude disulphone (95 mg). Sodium amalgam... Starting materials: nitrile, C(C)(C)(C)C=1C=C2C=NN(C(C2=CC1)=O)C=1C(=C(C=CC1)N1C=C(C2=CC=CC=C12)C#N)C=O (1-(3-(6-tert-butyl-1-oxophthalazin-2(1H)-yl)-2-formylphenyl)-1H-indole-3-carbonitrile), C(C)(C)(C)C=1C=C2C=NN(C(C2=CC1)=O)C=1C(=C(C=CC1)N1C=C(C2=CC=CC=C12)C(=O)N)C=O (1-(3-(6-tert-butyl-1-oxophthalazin-2(1H)-yl)-2-formylphenyl)-1H-indole-3-carboxamide). The reagents and catalysts are hydrido(dimethylphosphinousacid-kp)[hydrogen bis-(dimethylphosphinito-kp)]platinum(II). The product is C(C)(C)(C)C=1C=C2C=NN(C(C2=CC1)=O)C=1C(=C(C=CC1)N1C=C(C2=CC=CC=C12)C(=O)N)CO (1-(3-(6-tert-butyl-1-oxophthalazin-2(1H)-yl)-2-(hydroxymethyl)-phenyl)-1H-indole-3-carboxamide). Isolated yield 63.0%. Reaction SMILES: [C:1]([C:5]1[CH:6]=[C:7]2[C:12](=[CH:13][CH:14]=1)[C:11](=[O:15])[N:10]([C:16]1[C:17]([CH:34]=[O:35])=[C:18]([N:22]3[C:30]4[C:25](=[CH:26][CH:27]=[CH:28][CH:29]=4)[C:24]([C:31]([NH2:33])=[O:32])=[CH:23]3)[CH:19]=[CH:20][CH:21]=1)[N:9]=[CH:8]2)([CH3:4])([CH3:3])[CH3:2].C(C1C=C2C(=CC=1)C(=O)N(C1C(C=O)=C(N3C4C(=CC=CC=4)C(C#N)=C3)C=CC=1)N=C2)(C)(C)C>>[C:1]([C:5]1[CH:6]=[C:7]2[C:12](=[CH:13][CH:14]=1)[C:11](=[O:15])[N:10]([C:16]1[C:17]([CH2:34][OH:35])=[C:18]([N:22]3[C:30]4[C:25](=[CH:26][CH:27]=[CH:28][CH:29]=4)[C:24]([C:31]([NH2:33])=[O:32])=[CH:23]3)[CH:19]=[CH:20][CH:21]=1)[N:9]=[CH:8]2)([CH3:4])([CH3:2])[CH3:3]. Reported procedure: The preparation of 1-(3-(6-tert-butyl-1-oxophthalazin-2(1H)-yl)-2-formylphenyl)-1H-indole-3-carboxamide, via nitrile hydrolysis of 1-(3-(6-tert-butyl-1-oxophthalazin-2(1H)-yl)-2-formylphenyl)-1H-indole-3-carbonitrile (82 mg, 0.18 mmol) and use of catalyst hydrido(dimethylphosphinousacid-kp)[hydrogen bis-(dimethylphosphinito-kp)]platinum(II) catalyst (5 mg, 0.064 mmol) was carried out in a procedure analogous to that described in Example 18. Similar work up and purification provided desired produ... Starting materials: NC[C@@H]1[C@H]([C@@H]([C@H]([C@]2(O1)OCC1=CC(=C(C=C12)CC1=CC=C(C=C1)CC)Cl)O)O)O ((1S,3′R,4′S,5′S,6′R)-6′-(aminomethyl)-5-chloro-6-(4-ethylbenzyl)-3′,4′,5′,6′-tetrahydro-3H-spiro[isobenzofuran-1,2′-pyran]-3′,4′,5′-triol), N1=CC=CC=C1 (pyridine), C(C)(=O)OC(C)=O (acetic anhydride). The reagents and catalysts are CN(C1=CC=NC=C1)C (4-dimethylaminopyridine). Solvent: ClCCl (dichloromethane), ClCCl (dichloromethane). Reaction conditions: time 2 hour. Product: ClC=1C=C2CO[C@]3(O[C@@H]([C@H]([C@@H]([C@H]3O)O)O)CNC(C)=O)C2=CC1CC1=CC=C(C=C1)CC (N-(((1S,3′R,4′S,5′S,6′R)-5-chloro-6-(4-ethylbenzyl)-3′,4′,5′-trihydroxy-3′,4′,5′,6′-tetrahydro-3H-spiro[isobenzofuran-1,2′-pyran]-6′-yl)methyl)acetamide). The yield is 23.0%. As a reaction SMILES: [NH2:1][CH2:2][C@H:3]1[O:8][C@@:7]2([C:16]3[C:11](=[CH:12][C:13]([Cl:26])=[C:14]([CH2:17][C:18]4[CH:23]=[CH:22][C:21]([CH2:24][CH3:25])=[CH:20][CH:19]=4)[CH:15]=3)[CH2:10][O:9]2)[C@H:6]([OH:27])[C@@H:5]([OH:28])[C@@H:4]1[OH:29].N1C=CC=CC=1.[C:36](OC(=O)C)(=[O:38])[CH3:37]>ClCCl.CN(C)C1C=CN=CC=1>[Cl:26][C:13]1[CH:12]=[C:11]2[C:16](=[CH:15][C:14]=1[CH2:17][C:18]1[CH:19]=[CH:20][C:21]([CH2:24][CH3:25])=[CH:22][CH:23]=1)[C@:7]1([C@H:6]([OH:27])[C@@H:5]([OH:28])[C@H:4]([OH:29])[C@@H:3]([CH2:2][NH:1][C:36](=[O:38])[CH3:37])[O:8]1)[O:9][CH2:10]2. Procedure details: To a stirred solution of (1S,3′R,4′S,5′S,6′R)-6′-(aminomethyl)-5-chloro-6-(4-ethylbenzyl)-3′,4′,5′,6′-tetrahydro-3H-spiro[isobenzofuran-1,2′-pyran]-3′,4′,5′-triol (20 mg, 0.047 mmol) and 0.04 mL of pyridine in 1 mL of dichloromethane, was added acetic anhydride (45 μL, 0.048 mmol) and 3 mg of 4-dimethylaminopyridine. After being stirred for 2 h at ambient temperature, the reaction mixture was diluted with 20 mL of dichloromethane, washed with 1 M hydrochloric acid and concentrated. The residue w... Starting materials: C(C)(=O)N1CCN(CC1)C(=O)C1=CC=C(C=C1)NC1=NC=CC(=N1)C1=CC=C(C=C1)N (1-acetyl-4-[(4-{[4-(4-aminophenyl)pyrimidin-2-yl}amino}phenyl)carbonyl}piperazine), C1(=CC=CC=C1)S(=O)(=O)Cl (benzenesulfonyl chloride). The reagents and catalysts are CN(C)C=1C=CN=CC1 (DMAP). Run in N1=CC=CC=C1 (pyridine). Run at time 8 hour. Yields the product C(C)(=O)N1CCN(CC1)C(=O)C1=CC=C(C=C1)NC1=NC=CC(=N1)C1=CC=C(C=C1)NS(=O)(=O)C1=CC=CC=C1 (1-Acetyl-4-{[4-({4-[4-(phenylsulfonyl)aminophenyl]pyrimidin-2yl}amino)phenyl]carbonyl}piperazine). Reaction SMILES: [C:1]([N:4]1[CH2:9][CH2:8][N:7]([C:10]([C:12]2[CH:17]=[CH:16][C:15]([NH:18][C:19]3[N:24]=[C:23]([C:25]4[CH:30]=[CH:29][C:28]([NH2:31])=[CH:27][CH:26]=4)[CH:22]=[CH:21][N:20]=3)=[CH:14][CH:13]=2)=[O:11])[CH2:6][CH2:5]1)(=[O:3])[CH3:2].[C:32]1([S:38](Cl)(=[O:40])=[O:39])[CH:37]=[CH:36][CH:35]=[CH:34][CH:33]=1>N1C=CC=CC=1.CN(C1C=CN=CC=1)C>[C:1]([N:4]1[CH2:9][CH2:8][N:7]([C:10]([C:12]2[CH:13]=[CH:14][C:15]([NH:18][C:19]3[N:24]=[C:23]([C:25]4[CH:26]=[CH:27][C:28]([NH:31][S:38]([C:32]5[CH:37]=[CH:36][CH:35]=[CH:34][CH:33]=5)(=[O:40])=[O:39])=[CH:29][CH:30]=4)[CH:22]=[CH:21][N:20]=3)=[CH:16][CH:17]=2)=[O:11])[CH2:6][CH2:5]1)(=[O:3])[CH3:2]. Procedure details: To a solution of 1-acetyl-4-[(4-{[4-(4-aminophenyl)pyrimidin-2-yl}amino}phenyl)carbonyl}piperazine (100 mg, 0.24 mmol) in pyridine (5 mL) containing a catalytic amount of DMAP is added benzenesulfonyl chloride (50 mg, 0.29 mmol) and the solution is stirred overnight at room temperature. The pyridine is removed under vacuum and the residue extracted into methylene chloride and washed with 1N HCl. Evaporation of solvent provides the crude piperazine which is purified by preparative HPLC (10-60% CH...